Dataset: the Open Reaction Database (ORD), a public repository of structured organic reaction records. Task: describe an organic reaction: reactants, conditions, products, and yield Starting materials: N[C@@H](CC1=CC=C(C=C1)O)C(=O)N[C@H](CC(C)C)C(=O)OCC.Cl (Tyr-D-Leu-OEt hydrochloride), C=1C=CC2=C(C1)N=NN2O (HOBt), C1CCC(CC1)N=C=NC2CCCCC2 (DCC), C(C)N1CCOCC1 (N-ethylmorpholine), N([C@@H](COCC1=CC=CC=C1)C(=O)O)(C)C(=O)OCC1C2=CC=CC=C2C2=CC=CC=C12 (FMOC-N-Me-Ser(O-Bzl)-OH). Solvent: CN(C)C=O (DMF), CN(C)C=O (DMF), CN(C)C=O (DMF), CN(C)C=O (DMF), CN(C)C=O (DMF). Run at temperature 0 celsius, time 1 hour. The product is N([C@@H](COCC1=CC=CC=C1)C(=O)N[C@@H](CC1=CC=C(C=C1)O)C(=O)N[C@H](CC(C)C)C(=O)OCC)(C)C(=O)OCC1C2=CC=CC=C2C2=CC=CC=C12 (FMOC-N-Me-Ser(O-Bzl)-Tyr-D-Leu-OEt). As a reaction SMILES: [NH2:1][C@H:2]([C:11]([NH:13][C@@H:14]([C:19]([O:21][CH2:22][CH3:23])=[O:20])[CH2:15][CH:16]([CH3:18])[CH3:17])=[O:12])[CH2:3][C:4]1[CH:9]=[CH:8][C:7]([OH:10])=[CH:6][CH:5]=1.Cl.C(N1CCOCC1)C.[N:33]([C:48]([O:50][CH2:51][CH:52]1[C:64]2[C:59](=[CH:60][CH:61]=[CH:62][CH:63]=2)[C:58]2[C:53]1=[CH:54][CH:55]=[CH:56][CH:57]=2)=[O:49])([CH3:47])[C@H:34]([C:44](O)=[O:45])[CH2:35][O:36][CH2:37][C:38]1[CH:43]=[CH:42][CH:41]=[CH:40][CH:39]=1.C1C=CC2N(O)N=NC=2C=1.C1CCC(N=C=NC2CCCCC2)CC1>CN(C=O)C>[N:33]([C:48]([O:50][CH2:51][CH:52]1[C:53]2[C:58](=[CH:57][CH:56]=[CH:55][CH:54]=2)[C:59]2[C:64]1=[CH:63][CH:62]=[CH:61][CH:60]=2)=[O:49])([CH3:47])[C@H:34]([C:44]([NH:1][C@H:2]([C:11]([NH:13][C@@H:14]([C:19]([O:21][CH2:22][CH3:23])=[O:20])[CH2:15][CH:16]([CH3:18])[CH3:17])=[O:12])[CH2:3][C:4]1[CH:5]=[CH:6][C:7]([OH:10])=[CH:8][CH:9]=1)=[O:45])[CH2:35][O:36][CH2:37][C:38]1[CH:39]=[CH:40][CH:41]=[CH:42][CH:43]=1 |f:0.1|. Procedure details: To a stirred solution of Tyr-D-Leu-OEt hydrochloride (1.649 g) in DMF (10 ml) cooled to 0° C. was added N-ethylmorpholine (0.59 ml) in DMF (1 ml), followed by a solution of FMOC-N-Me-Ser(O-Bzl)-OH (2.18 g) in DMF (5 ml), followed by a solution of HOBt (0.9315 g) in DMF (5 ml), and followed by a solution of DCC (0.947 g) in DMF (2 ml). The reaction solution was stirred at 0° C. for 1 hour and then at room temperature for 4 hours. The solvent was removed in vacuo and the residue was purified by si...